From a dataset of the Open Reaction Database (ORD), a public repository of structured organic reaction records. describe an organic reaction: reactants, conditions, products, and yield Starting materials: C(#N)C1=CC=C(C=C1)C(C(CCC1=CC=CC=C1)O)N1N=CN=C1 (1-[1-(4-cyanophenyl)-2-hydroxy4-phenylbutyl]-1,2,4-triazole), P(Cl)(Cl)(Cl)(Cl)Cl (Phosphorous pentachloride). Solvent: C(C)#N (acetonitrile). Yields the product C(#N)C1=CC=C(C=C1)C(=CCCC1=CC=CC=C1)N1N=CN=C1 (1-[1-(4-cyanophenyl)-4-phenyl-1-butenyl]-1,2,4-triazole). Reaction SMILES: [C:1]([C:3]1[CH:8]=[CH:7][C:6]([CH:9]([N:20]2[CH:24]=[N:23][CH:22]=[N:21]2)[CH:10](O)[CH2:11][CH2:12][C:13]2[CH:18]=[CH:17][CH:16]=[CH:15][CH:14]=2)=[CH:5][CH:4]=1)#[N:2].P(Cl)(Cl)(Cl)(Cl)Cl>C(#N)C>[C:1]([C:3]1[CH:8]=[CH:7][C:6]([C:9]([N:20]2[CH:24]=[N:23][CH:22]=[N:21]2)=[CH:10][CH2:11][CH2:12][C:13]2[CH:18]=[CH:17][CH:16]=[CH:15][CH:14]=2)=[CH:5][CH:4]=1)#[N:2]. Procedure: 1-[1-(4-cyanophenyl)-2-hydroxy4-phenylbutyl]-1,2,4-triazole (0.42 g, 0.00132 mol) is dissolved into acetonitrile. Phosphorous pentachloride (0.27 g, 0.0013 mol) is added into the solution and the mixture is refluxed for 2 hours. Acetonitrile is evaporated, the residue is dissolved with 2 M aqueous sodium hydroxide and extracted with methylene chloride. Methylene chloride is dried and the product is crystallized from ethyl acetate as hydrogen chloride salt (isomer a).